This data is from the Open Reaction Database (ORD), a public repository of structured organic reaction records. The task is: describe an organic reaction: reactants, conditions, products, and yield Reactants: Cn1c(C#N)cc(Br)c1-c1ccc2c(c1)C(C)(C)OC(=O)N2C(=O)OC(C)(C)C, C1CCOC1, CC[O-], CCO, [Na+]. Yields the product Cn1c(C#N)cc(Br)c1-c1ccc2c(c1)C(C)(C)OC(=O)N2. Reaction SMILES: [Br:1][c:2]1[c:3](-[c:10]2[cH:11][cH:12][c:13]3[c:14]([cH:29]2)[C:15]([CH3:27])([CH3:28])[O:16][C:17](=[O:26])[N:18]3[C:19]([O:20][C:21]([CH3:22])([CH3:23])[CH3:24])=[O:25])[n:4]([CH3:9])[c:5]([C:7]#[N:8])[cH:6]1.[CH2:34]1[O:35][CH2:36][CH2:37][CH2:38]1.[CH3:31][CH2:32][O-:33].[CH3:39][CH2:40][OH:41].[Na+:30]>>[Br:1][c:2]1[c:3](-[c:10]2[cH:11][cH:12][c:13]3[c:14]([cH:29]2)[C:15]([CH3:27])([CH3:28])[O:16][C:17](=[O:26])[NH:18]3)[n:4]([CH3:9])[c:5]([C:7]#[N:8])[cH:6]1. Reactants: [OH-].[Na+] (sodium hydroxide), [C-]#N.[Na+] (sodium cyanide), CC(C(C)(C)C)=O (pinacolone), ClCl (chlorine), solution. Reagents/catalysts: C(O)([O-])=O.[Na+] (sodium hydrogen carbonate). The solvent is CO (methanol), CO (methanol), CO (methanol). Yields the product C(#N)CC(C(C)(C)C)=O (cyanopinacolone). Yield: 85.2%. RXN SMILES: [CH3:1][C:2](=[O:7])[C:3]([CH3:6])([CH3:5])[CH3:4].ClCl.[OH-].[Na+].[C-:12]#[N:13].[Na+]>CO.C(=O)([O-])O.[Na+]>[C:12]([CH2:1][C:2](=[O:7])[C:3]([CH3:6])([CH3:5])[CH3:4])#[N:13] |f:2.3,4.5,7.8|. Procedure: To a solution of pinacolone (100.16 g, 1 mol) in methanol (300 ml) is introduced gaseous chlorine (70.91 g, 1 mol) at 15-20° C. over a period of 1 hour. The reaction mixture is neutralized with a 48% solution of sodium hydroxide in methanol (285 ml) and then aqueous solution of sodium hydrogen carbonate (4.20 g) in that order. After dilution with methanol (40 ml), the resulting mixture is mixed with an aqueous solution (137 ml) of sodium cyanide (58.81 g, 1.2 mol) and refluxed for 1 hour. The me... The reactants are C(C)(C)(C)OC(=O)N[C@@H](CC(C)C)C(=O)O (N-(tert-butoxycarbonyl)-L-leucine), FC1=CC=C(C=C1)S(=O)(=O)N1C[C@@H]2[C@H](C1)[C@H](CC2)N ((3aR,4S,6aS)-2-(4-Fluorophenylsulfonyl)octahydrocyclopenta[c]pyrrol-4-amine), C(C1=CC=CC=C1)N1C[C@@H]2[C@H](C1)[C@H](CC2)N ((3aR,4S,6aS)-2-benzyloctahydrocyclopenta[c]pyrrol-4-amine). Product: FC1=CC=C(C=C1)S(=O)(=O)N1C[C@@H]2[C@H](C1)[C@H](CC2)NC([C@H](CC(C)(C)C)NC(OC(C)(C)C)=O)=O (tert-butyl(S)-1-((3aR,4S,6aS)-2-(4-fluorophenylsulfonyl)octahydrocyclopenta[c]pyrrol-4-ylamino)-4,4-dimethyl-1-oxopentan-2-ylcarbamate). Reaction SMILES: [C:1]([O:5][C:6]([NH:8][C@H:9]([C:14]([OH:16])=O)[CH2:10][CH:11]([CH3:13])[CH3:12])=[O:7])([CH3:4])([CH3:3])[CH3:2].[F:17][C:18]1[CH:23]=[CH:22][C:21]([S:24]([N:27]2[CH2:31][C@@H:30]3[C@@H:32]([NH2:35])[CH2:33][CH2:34][C@@H:29]3[CH2:28]2)(=[O:26])=[O:25])=[CH:20][CH:19]=1.[CH2:36](N1C[C@@H]2[C@@H](N)CC[C@@H]2C1)C1C=CC=CC=1>>[F:17][C:18]1[CH:19]=[CH:20][C:21]([S:24]([N:27]2[CH2:31][C@@H:30]3[C@@H:32]([NH:35][C:14](=[O:16])[C@@H:9]([NH:8][C:6](=[O:7])[O:5][C:1]([CH3:2])([CH3:3])[CH3:4])[CH2:10][C:11]([CH3:12])([CH3:13])[CH3:36])[CH2:33][CH2:34][C@@H:29]3[CH2:28]2)(=[O:25])=[O:26])=[CH:22][CH:23]=1. Procedure: tert-butyl(S)-1-((3aR,4S,6aS)-2-(4-fluorophenylsulfonyl)octahydrocyclopenta[c]pyrrol-4-ylamino)-4,4-dimethyl-1-oxopentan-2-ylcarbamate was prepared by substituting (S)-2-(tert-butoxycarbonylamino)-4,4-dimethylpentanoic acid for N-(tert-butoxycarbonyl)-L-leucine and (3aR,4S,6aS)-2-(4-fluorophenylsulfonyl)octahydrocyclopenta[c]pyrrol-4-amine from Example 261 Step A for (3aR,4S,6aS)-2-benzyloctahydrocyclopenta[c]pyrrol-4-amine in the procedure described in Example 221: 1H NMR (500 MHz, pyridine-d5)... The yield is 22.0%. The reactants are ClC1=CC=C(C=N1)S(=O)(=O)NC=1SC=CN1 (6-chloro-N-(thiazol-2-yl)pyridine-3-sulfonamide), [OH-].[NH4+] (ammonium hydroxide). Run in C(C)O (ethanol). Reaction SMILES: Cl[C:2]1[N:7]=[CH:6][C:5]([S:8]([NH:11][C:12]2[S:13][CH:14]=[CH:15][N:16]=2)(=[O:10])=[O:9])=[CH:4][CH:3]=1.[OH-].[NH4+:18]>C(O)C>[NH2:18][C:2]1[N:7]=[CH:6][C:5]([S:8]([NH:11][C:12]2[S:13][CH:14]=[CH:15][N:16]=2)(=[O:10])=[O:9])=[CH:4][CH:3]=1 |f:1.2|. Yields the product NC1=CC=C(C=N1)S(=O)(=O)NC=1SC=CN1 (6-amino-N-(thiazol-2-yl)pyridine-3-sulfonamide). Conditions: temperature 120 celsius, time 4 day. Procedure: Under a N2 atmosphere, a mixture of 6-chloro-N-(thiazol-2-yl)pyridine-3-sulfonamide (0.7 g, 2.54 mmol), ammonium hydroxide (7.5 mL) and ethanol (7.5 mL), was stirred at 120° C. in a sealed tube for 4 days. The reaction was cooled to RT. After evaporating the solvents under reduced pressure, purification via silica gel chromatography using 5%-10% methanol in CH2Cl2 gave 6-amino-N-(thiazol-2-yl)pyridine-3-sulfonamide as a orange solid (0.14 g, 22%). LC/MS (10%-99% CH3CN (0.035% TFA)/H2O (0.05% TFA... Reported procedure: A solution of 5.52 g (0.02 mol) of 1,5-dichloroanthracene-9,10-dione in 23.2 g (0.2 mol) of 2-(diethylamino)ethylamine is heated at reflux temperature for 4 hours. The mixture is cooled in an ice-bath and 100 ml concentrated hydrochloric acid is added with stirring. This acidic mixture is extracted with three aliquots of 200 ml of diethylether followed by three aliquots of 200 ml of chloroform. The aqueous layer is collected and made alkaline with sodium hydroxide solution, extracted into chloro... As a reaction SMILES: Cl[C:2]1[C:15]2[C:14](=[O:16])[C:13]3[C:8](=[C:9](Cl)[CH:10]=[CH:11][CH:12]=3)[C:7](=[O:18])[C:6]=2[CH:5]=[CH:4][CH:3]=1.[CH2:19]([N:21]([CH2:25][CH3:26])[CH2:22][CH2:23][NH2:24])[CH3:20]>Cl>[CH2:19]([N:21]([CH2:25][CH3:26])[CH2:22][CH2:23][NH:24][C:2]1[C:15]2[C:14](=[O:16])[C:13]3[C:8](=[C:9]([NH:24][CH2:23][CH2:22][N:21]([CH2:25][CH3:26])[CH2:19][CH3:20])[CH:10]=[CH:11][CH:12]=3)[C:7](=[O:18])[C:6]=2[CH:5]=[CH:4][CH:3]=1)[CH3:20]. The solvent is Cl (hydrochloric acid). Isolated yield 59.6%. Starting materials: ClC1=CC=CC=2C(C3=C(C=CC=C3C(C12)=O)Cl)=O (1,5-dichloroanthracene-9,10-dione), C(C)N(CCN)CC (2-(diethylamino)ethylamine). Product: C(C)N(CCNC1=CC=CC=2C(C3=C(C=CC=C3C(C12)=O)NCCN(CC)CC)=O)CC (1,5-bis-{[2-(diethylamino)ethyl]amino}anthracene-9,10-dione).